This data is from the Open Reaction Database (ORD), a public repository of structured organic reaction records. The task is: describe an organic reaction: reactants, conditions, products, and yield The reactants are Cl.N[C@@H](CCSC)C(=O)N[C@@H](CC(O)=O)C(=O)NC(CCC)C(=O)N (L-methionyl-L-aspartyl-DL-norvaline amide hydrochloride), C(C)(C)(C)OC(=O)N[C@@H](CC1=CNC2=CC=CC=C12)C(=O)N[C@@H](CCSC)C(=O)N[C@@H](CC(O)=O)C(=O)N[C@H](C)C(=O)N (N-t-butoxycarbonyl-L-tryptophanyl-L-methionyl-L-aspartyl-D-alanine amide), ClC1=C(C=C(C(=C1)Cl)Cl)OC([C@@H](NC(=O)OCC1=CC=CC=C1)CC1=CNC2=CC=CC=C12)=O (N-benzyloxycarbonyl-L-tryptophan 2,4,5-trichlorophenyl ester), Cl.N[C@@H](CCSC)C(=O)N[C@@H](CC(O)=O)C(=O)N[C@H](C)C(=O)N (L-methionyl-L-aspartyl-D-alanine amide hydrochloride). The product is C(C1=CC=CC=C1)OC(=O)N[C@@H](CC1=CNC2=CC=CC=C12)C(=O)N[C@@H](CCSC)C(=O)N[C@@H](CC(O)=O)C(=O)NC(CCC)C(=O)N (N-benzyloxycarbonyl-L-tryptophanyl-L-methionyl-L-aspartyl-DL-norvaline amide). As a reaction SMILES: Cl.[NH2:2][C@H:3]([C:8]([NH:10][C@H:11]([C:16]([NH:18][CH:19]([C:23]([NH2:25])=[O:24])[CH2:20][CH2:21][CH3:22])=[O:17])[CH2:12][C:13](=[O:15])[OH:14])=[O:9])[CH2:4][CH2:5][S:6][CH3:7].ClC1C=C(Cl)C(Cl)=CC=1[O:35][C:36](=O)[C@H:37]([CH2:49][C:50]1[C:58]2[C:53](=[CH:54][CH:55]=[CH:56][CH:57]=2)[NH:52][CH:51]=1)[NH:38][C:39]([O:41][CH2:42][C:43]1[CH:48]=[CH:47][CH:46]=[CH:45][CH:44]=1)=[O:40].Cl.N[C@H](C(N[C@H](C(N[C@@H](C(N)=O)C)=O)CC(=O)O)=O)CCSC.C(OC(N[C@H](C(N[C@H](C(N[C@H](C(N[C@@H](C(N)=O)C)=O)CC(=O)O)=O)CCSC)=O)CC1C2C(=CC=CC=2)NC=1)=O)(C)(C)C>>[CH2:42]([O:41][C:39]([NH:38][C@H:37]([C:36]([NH:2][C@H:3]([C:8]([NH:10][C@H:11]([C:16]([NH:18][CH:19]([C:23]([NH2:25])=[O:24])[CH2:20][CH2:21][CH3:22])=[O:17])[CH2:12][C:13](=[O:14])[OH:15])=[O:9])[CH2:4][CH2:5][S:6][CH3:7])=[O:35])[CH2:49][C:50]1[C:58]2[C:53](=[CH:54][CH:55]=[CH:56][CH:57]=2)[NH:52][CH:51]=1)=[O:40])[C:43]1[CH:44]=[CH:45][CH:46]=[CH:47][CH:48]=1 |f:0.1,3.4|. Procedure details: When equivalent quantities of L-methionyl-L-aspartyl-DL-norvaline amide hydrochloride and N-benzyloxycarbonyl-L-tryptophan 2,4,5-trichlorophenyl ester are substituted for the L-methionyl-L-aspartyl-D-alanine amide hydrochloride and the N-t-butoxycarbonyl-L-tryptophan 2,4,5-trichlorophenyl ester of Example 6, and the procedure detailed therein substantially repeated, there is obtained N-benzyloxycarbonyl-L-tryptophanyl-L-methionyl-L-aspartyl-DL-norvaline amide. This compound is represented by the... Reaction SMILES: [CH3:1][O:2][c:3]1[cH:4][c:5]([CH2:9][CH2:10][NH2:11])[cH:6][cH:7][cH:8]1.[CH:12](=[O:13])[c:14]1[cH:15][cH:16][cH:17][cH:18][cH:19]1.[cH:20]1[cH:21][cH:22][cH:23][cH:24][cH:25]1>>[CH3:1][O:2][c:3]1[cH:4][c:5]2[c:6]([cH:7][cH:8]1)[CH:12]([c:14]1[cH:15][cH:16][cH:17][cH:18][cH:19]1)[NH:11][CH2:10][CH2:9]2. The product is COc1ccc2c(c1)CCNC2c1ccccc1. Starting materials: COc1cccc(CCN)c1, O=Cc1ccccc1, c1ccccc1. Reactants: CC(C)C(=O)N(C(=O)OC(C)(C)C)C(CC(N)C(=O)OCc1ccccc1)C(N)=O, O=C(O)C(F)(F)F. Yields the product CC(C)C(=O)NC(CC(N)C(=O)OCc1ccccc1)C(N)=O. As a reaction SMILES: [CH2:1]([c:2]1[cH:3][cH:4][cH:5][cH:6][cH:7]1)[O:8][C:9]([CH:10]([CH2:11][CH:12]([N:13]([C:14]([CH:15]([CH3:16])[CH3:17])=[O:18])[C:19]([O:20][C:21]([CH3:22])([CH3:23])[CH3:24])=[O:25])[C:26]([NH2:27])=[O:28])[NH2:29])=[O:30].[OH:31][C:32]([C:33]([F:34])([F:35])[F:36])=[O:37]>>[CH2:1]([c:2]1[cH:3][cH:4][cH:5][cH:6][cH:7]1)[O:8][C:9]([CH:10]([CH2:11][CH:12]([NH:13][C:14]([CH:15]([CH3:16])[CH3:17])=[O:18])[C:26]([NH2:27])=[O:28])[NH2:29])=[O:30]. Starting materials: CO, N#CC(c1ccc(Cl)c(Cl)c1)c1c(Cl)cc([N+](=O)[O-])cc1Cl. The product is N#CC(c1ccc(Cl)c(Cl)c1)c1c(Cl)cc(N)cc1Cl. Reaction SMILES: [CH3:23][OH:24].[Cl:1][c:2]1[cH:3][c:4]([CH:9]([C:10]#[N:11])[c:12]2[c:13]([Cl:22])[cH:14][c:15]([N+:19]([O-:20])=[O:21])[cH:16][c:17]2[Cl:18])[cH:5][cH:6][c:7]1[Cl:8]>>[Cl:1][c:2]1[cH:3][c:4]([CH:9]([C:10]#[N:11])[c:12]2[c:13]([Cl:22])[cH:14][c:15]([NH2:19])[cH:16][c:17]2[Cl:18])[cH:5][cH:6][c:7]1[Cl:8]. Reactants: COC(=O)C1CC(=O)N(c2ccc(O)cc2)C1, OCc1ccc(F)cc1, CC(C)OC(=O)N=NC(=O)OC(C)C, C1CCOC1, c1ccc(P(c2ccccc2)c2ccccc2)cc1. Yields the product COC(=O)C1CC(=O)N(c2ccc(OCc3ccc(F)cc3)cc2)C1. As a reaction SMILES: [CH3:29][O:30][C:31](=[O:32])[CH:33]1[CH2:34][N:35]([c:39]2[cH:40][cH:41][c:42]([OH:45])[cH:43][cH:44]2)[C:36](=[O:38])[CH2:37]1.[F:1][c:2]1[cH:3][cH:4][c:5]([CH2:6][OH:7])[cH:8][cH:9]1.[O:46]=[C:47]([O:48][CH:49]([CH3:50])[CH3:51])[N:52]=[N:53][C:54]([O:55][CH:56]([CH3:57])[CH3:58])=[O:59].[O:60]1[CH2:61][CH2:62][CH2:63][CH2:64]1.[c:10]1([P:11]([c:12]2[cH:13][cH:14][cH:15][cH:16][cH:17]2)[c:18]2[cH:19][cH:20][cH:21][cH:22][cH:23]2)[cH:24][cH:25][cH:26][cH:27][cH:28]1>>[F:1][c:2]1[cH:3][cH:4][c:5]([CH2:6][O:7][c:42]2[cH:41][cH:40][c:39]([N:35]3[CH2:34][CH:33]([C:31]([O:30][CH3:29])=[O:32])[CH2:37][C:36]3=[O:38])[cH:44][cH:43]2)[cH:8][cH:9]1.